This data is from the Open Reaction Database (ORD), a public repository of structured organic reaction records. The task is: describe an organic reaction: reactants, conditions, products, and yield The reactants are CCOC(C)=O, CCC(C)(C)C(O)c1cc(C(=O)OC)ccc1-c1cc(OC)ccc1F, [H-], CI, [Na+], CN(C)C=O. Product: CCC(C)(C)C(OC)c1cc(C(=O)OC)ccc1-c1cc(OC)ccc1F. Reaction SMILES: [CH3:36][CH2:37][O:38][C:39]([CH3:40])=[O:41].[F:1][c:2]1[c:3](-[c:10]2[c:11]([CH:20]([C:21]([CH2:22][CH3:23])([CH3:24])[CH3:25])[OH:26])[cH:12][c:13]([C:16](=[O:17])[O:18][CH3:19])[cH:14][cH:15]2)[cH:4][c:5]([O:8][CH3:9])[cH:6][cH:7]1.[H-:28].[I:29][CH3:30].[Na+:27].[O:31]=[CH:32][N:33]([CH3:34])[CH3:35]>>[F:1][c:2]1[c:3](-[c:10]2[c:11]([CH:20]([C:21]([CH2:22][CH3:23])([CH3:24])[CH3:25])[O:26][CH3:30])[cH:12][c:13]([C:16](=[O:17])[O:18][CH3:19])[cH:14][cH:15]2)[cH:4][c:5]([O:8][CH3:9])[cH:6][cH:7]1.